describe an organic reaction: reactants, conditions, products, and yield From a dataset of the Open Reaction Database (ORD), a public repository of structured organic reaction records. The reactants are C1(=CC=CC=C1)S(=O)(=O)N1C(=CC=2C1=NC=C(C2)CC(C)OC(C)(C)OC)C(=CC2CCCC2)OS(=O)(=O)C2=CC=C(C=C2)C (toluene-4-sulfonic acid 1-{1-benzenesulfonyl-5-[2-(1-methyloxy-1-methyl-ethoxy)-propyl]-1H-pyrrolo[2,3-b]pyridin-2-yl}-2-cyclopentyl-vinyl ester), CS(=O)(=O)C1=CC=C(C=C1)B(O)O (4-(methanesulfonyl)phenylboronic acid), C([O-])([O-])=O.[Na+].[Na+] (sodium carbonate). The reagents and catalysts are Cl[Pd]([P](C1=CC=CC=C1)(C2=CC=CC=C2)C3=CC=CC=C3)([P](C4=CC=CC=C4)(C5=CC=CC=C5)C6=CC=CC=C6)Cl (dichlorobis(triphenylphosphine)palladium). Run in C(C)(=O)OCC (ethyl acetate), O1CCOCC1 (dioxane). Yields the product C1(=CC=CC=C1)S(=O)(=O)N1C(=CC=2C1=NC=C(C2)CC2OC(OC2)(C)C)C(=CC2CCCC2)C2=CC=C(C=C2)S(=O)(=O)C (1-benzenesulfonyl-2-[2-cyclopentyl-1-(4-methanesulfonyl-phenyl)-vinyl]-5-(2,2-dimethyl-[1,3]dioxolan-4-ylmethyl)-1H-pyrrolo[2,3-b]pyridine). Yield: 43.9%. Reaction SMILES: [C:1]1([S:7]([N:10]2[C:14]3=[N:15][CH:16]=[C:17]([CH2:19][CH:20]([O:22][C:23]([O:26][CH3:27])([CH3:25])[CH3:24])C)[CH:18]=[C:13]3[CH:12]=[C:11]2[C:28](OS(C2C=CC(C)=CC=2)(=O)=O)=[CH:29][CH:30]2[CH2:34][CH2:33][CH2:32][CH2:31]2)(=[O:9])=[O:8])[CH:6]=[CH:5][CH:4]=[CH:3][CH:2]=1.[CH3:46][S:47]([C:50]1[CH:55]=[CH:54][C:53](B(O)O)=[CH:52][CH:51]=1)(=[O:49])=[O:48].C(=O)([O-])[O-].[Na+].[Na+]>O1CCOCC1.C(OCC)(=O)C.Cl[Pd](Cl)([P](C1C=CC=CC=1)(C1C=CC=CC=1)C1C=CC=CC=1)[P](C1C=CC=CC=1)(C1C=CC=CC=1)C1C=CC=CC=1>[C:1]1([S:7]([N:10]2[C:14]3=[N:15][CH:16]=[C:17]([CH2:19][CH:20]4[CH2:27][O:26][C:23]([CH3:25])([CH3:24])[O:22]4)[CH:18]=[C:13]3[CH:12]=[C:11]2[C:28]([C:53]2[CH:54]=[CH:55][C:50]([S:47]([CH3:46])(=[O:49])=[O:48])=[CH:51][CH:52]=2)=[CH:29][CH:30]2[CH2:34][CH2:33][CH2:32][CH2:31]2)(=[O:8])=[O:9])[CH:2]=[CH:3][CH:4]=[CH:5][CH:6]=1 |f:2.3.4,^1:79,98|. Reported procedure: To a mixture of toluene-4-sulfonic acid 1-{1-benzenesulfonyl-5-[2-(1-methyloxy-1-methyl-ethoxy)-propyl]-1H-pyrrolo[2,3-b]pyridin-2-yl}-2-cyclopentyl-vinyl ester (1.12 g, 1.76 mmol), 4-(methanesulfonyl)phenylboronic acid (704 mg, 3.52 mmol), dichlorobis(triphenylphosphine)palladium (II) (124 mg, 0.17 mmol) in dioxane (5 mL) was added an aqueous sodium carbonate solution (2 M, 2.2 mL). The resulting mixture was subjected to microwave irradiation for 1 h at 100° C. The mixture was diluted with ethy...